Dataset: the Open Reaction Database (ORD), a public repository of structured organic reaction records. Task: describe an organic reaction: reactants, conditions, products, and yield Starting materials: S1C(=CC=C1)C(=O)O (2-thiophenecarboxylic acid), FC(C(CNC1=C2C=NN(C2=CC=C1)C1=CC=CC=C1)(O)CNCCC)(F)F (1,1,1-trifluoro-3-[(1-phenyl-1H-indazol-4-yl)amino]-2-[(propylamino)methyl]-2-propanol). Product: C(CC)N(C(=O)C=1SC=CC1)CC(C(F)(F)F)(CNC1=C2C=NN(C2=CC=C1)C1=CC=CC=C1)O (N-Propyl-N-(3,3,3-trifluoro-2-hydroxy-2-{[(1-phenyl-1H-indazol-4-yl)amino]methyl}propyl)-2-thiophenecarboxamide). As a reaction SMILES: [S:1]1[CH:5]=[CH:4][CH:3]=[C:2]1[C:6]([OH:8])=O.[F:9][C:10]([F:36])([F:35])[C:11]([CH2:30][NH:31][CH2:32][CH2:33][CH3:34])([OH:29])[CH2:12][NH:13][C:14]1[CH:22]=[CH:21][CH:20]=[C:19]2[C:15]=1[CH:16]=[N:17][N:18]2[C:23]1[CH:28]=[CH:27][CH:26]=[CH:25][CH:24]=1>>[CH2:32]([N:31]([CH2:30][C:11]([OH:29])([CH2:12][NH:13][C:14]1[CH:22]=[CH:21][CH:20]=[C:19]2[C:15]=1[CH:16]=[N:17][N:18]2[C:23]1[CH:28]=[CH:27][CH:26]=[CH:25][CH:24]=1)[C:10]([F:36])([F:35])[F:9])[C:6]([C:2]1[S:1][CH:5]=[CH:4][CH:3]=1)=[O:8])[CH2:33][CH3:34]. Reported procedure: Prepared similarly to Example 1 from 2-thiophenecarboxylic acid and 1,1,1-trifluoro-3-[(1-phenyl-1H-indazol-4-yl)amino]-2-[(propylamino)methyl]-2-propanol. Reactants: ClCC=C(C1=CC=C(C=C1)OC(F)(F)F)C1CC1 (3-chloro-1-cyclopropyl-1-(4-trifluoromethoxyphenyl)-1-propene), C1(=CC=CC=C1)P(C1=CC=CC=C1)C1=CC=CC=C1 (triphenylphosphine). The solvent is C1(=CC=CC=C1)C (toluene). Yields the product [Cl-].C1(CC1)C(=CC[P+](C1=CC=CC=C1)(C1=CC=CC=C1)C1=CC=CC=C1)C1=CC=C(C=C1)OC(F)(F)F ([3-cyclopropyl-3-(4-trifluoromethoxyphenyl)-2-propen-1-yl]triphenylphosphonium chloride). Yield: 79.6%. Reaction SMILES: [Cl:1][CH2:2][CH:3]=[C:4]([CH:16]1[CH2:18][CH2:17]1)[C:5]1[CH:10]=[CH:9][C:8]([O:11][C:12]([F:15])([F:14])[F:13])=[CH:7][CH:6]=1.[C:19]1([P:25]([C:32]2[CH:37]=[CH:36][CH:35]=[CH:34][CH:33]=2)[C:26]2[CH:31]=[CH:30][CH:29]=[CH:28][CH:27]=2)[CH:24]=[CH:23][CH:22]=[CH:21][CH:20]=1>C1(C)C=CC=CC=1>[Cl-:1].[CH:16]1([C:4]([C:5]2[CH:10]=[CH:9][C:8]([O:11][C:12]([F:15])([F:14])[F:13])=[CH:7][CH:6]=2)=[CH:3][CH2:2][P+:25]([C:26]2[CH:27]=[CH:28][CH:29]=[CH:30][CH:31]=2)([C:32]2[CH:37]=[CH:36][CH:35]=[CH:34][CH:33]=2)[C:19]2[CH:20]=[CH:21][CH:22]=[CH:23][CH:24]=2)[CH2:18][CH2:17]1 |f:3.4|. Procedure: A stirred solution of 113.5 grams (0.41 mole) of 3-chloro-1-cyclopropyl-1-(4-trifluoromethoxyphenyl)-1-propene and 113.0 grams (0.43 mole) of triphenylphosphine in 400 mL of toluene was heated at reflux for 4 hours. After this time the reaction mixture was cooled and concentrated under reduced pressure to a residue. The residue was triturated with 1000 mL of diethyl ether. The ether was decanted from the residue, and the residue was triturated with two more 1000 mL portions of diethyl ether in t...